Task: describe an organic reaction: reactants, conditions, products, and yield. Dataset: the Open Reaction Database (ORD), a public repository of structured organic reaction records Reactants: C=C1CN(c2ccc3c(c2)OC(F)(F)C(F)(F)O3)C(=N)S1, CC(C)(C)CC(=O)Cl, CC#N, CCN(C(C)C)C(C)C, ClCCl. Product: C=C1CN(c2ccc3c(c2)OC(F)(F)C(F)(F)O3)C(=NC(=O)CC(C)(C)C)S1. RXN SMILES: [CH2:1]=[C:2]1[CH2:3][N:4]([c:8]2[cH:9][c:10]3[c:11]([cH:20][cH:21]2)[O:12][C:13]([F:18])([F:19])[C:14]([F:16])([F:17])[O:15]3)[C:5](=[NH:7])[S:6]1.[CH3:31][C:32]([CH2:33][C:34](=[O:35])[Cl:36])([CH3:37])[CH3:38].[CH3:39][C:40]#[N:41].[CH:22]([N:23]([CH2:24][CH3:25])[CH:26]([CH3:27])[CH3:28])([CH3:29])[CH3:30].[Cl:42][CH2:43][Cl:44]>>[CH2:1]=[C:2]1[CH2:3][N:4]([c:8]2[cH:9][c:10]3[c:11]([cH:20][cH:21]2)[O:12][C:13]([F:18])([F:19])[C:14]([F:16])([F:17])[O:15]3)[C:5](=[N:7][C:34]([CH2:33][C:32]([CH3:31])([CH3:37])[CH3:38])=[O:35])[S:6]1. Reactants: ClC1=C(C(=O)NCC2(CCCCCC2)O)C=C(C=C1)C=1N=CNC1 (2-chloro-N-(1-hydroxy-cycloheptylmethyl)-5-(1H-imidazol-4-yl)-benzamide), FCC1OC1 (2-fluoromethyl-oxirane). Run in CN(C=O)C (N,N-dimethylformamide), C(C)(=O)OCC (ethyl acetate). Product: ClC1=C(C(=O)NCC2(CCCCCC2)O)C=C(C=C1)C=1N=CN(C1)CC(CF)O (2-Chloro-5-[1-(3-fluoro-2-hydroxy-propyl)-1H-imidazol-4-yl]-N-(1-hydroxy-cycloheptylmethyl)-benzamide). Yield: 87.6%. As a reaction SMILES: [Cl:1][C:2]1[CH:19]=[CH:18][C:17]([C:20]2[N:21]=[CH:22][NH:23][CH:24]=2)=[CH:16][C:3]=1[C:4]([NH:6][CH2:7][C:8]1([OH:15])[CH2:14][CH2:13][CH2:12][CH2:11][CH2:10][CH2:9]1)=[O:5].[F:25][CH2:26][CH:27]1[CH2:29][O:28]1>CN(C)C=O.C(OCC)(=O)C>[Cl:1][C:2]1[CH:19]=[CH:18][C:17]([C:20]2[N:21]=[CH:22][N:23]([CH2:29][CH:27]([OH:28])[CH2:26][F:25])[CH:24]=2)=[CH:16][C:3]=1[C:4]([NH:6][CH2:7][C:8]1([OH:15])[CH2:14][CH2:13][CH2:12][CH2:11][CH2:10][CH2:9]1)=[O:5]. Procedure: A solution of 2-chloro-N-(1-hydroxy-cycloheptylmethyl)-5-(1H-imidazol-4-yl)-benzamide(5 mg, 0.014 mmol) and 2-fluoromethyl-oxirane (0.06 mL, 0.086 mmol) in N,N-dimethylformamide (0.2 mL) was heated at 65° C. in a sealed tube for 20 h. The mixture was diluted with ethyl acetate and washed with water, and brine, dried over sodium sulfate, filtered and concentrated in vacuo to afford the title compound (5.2 mg).